This data is from the Open Reaction Database (ORD), a public repository of structured organic reaction records. The task is: describe an organic reaction: reactants, conditions, products, and yield The reactants are CN=C=O (methylisocyanate), N1(CCCCC1)CC=1C=C(OCCCNC(=S)NN)C=CC1 (N-[3-[3-(1-piperidinylmethyl)phenoxy]propyl]hydrazine carbothioamide), CCOCC (Ether). The solvent is C1CCOC1 (THF). Conditions: time 8 hour. Yields the product CNC(=O)NNC(=S)NCCCOC1=CC(=CC=C1)CN1CCCCC1 (N-Methyl-2-[[3-[3-(1-piperidinylmethyl)phenoxy]propyl]aminothioxomethyl]-hydrazine carboxamide). RXN SMILES: [N:1]1([CH2:7][C:8]2[CH:9]=[C:10]([CH:20]=[CH:21][CH:22]=2)[O:11][CH2:12][CH2:13][CH2:14][NH:15][C:16]([NH:18][NH2:19])=[S:17])[CH2:6][CH2:5][CH2:4][CH2:3][CH2:2]1.[CH3:23][N:24]=[C:25]=[O:26].CCOCC>C1COCC1>[CH3:23][NH:24][C:25]([NH:19][NH:18][C:16]([NH:15][CH2:14][CH2:13][CH2:12][O:11][C:10]1[CH:20]=[CH:21][CH:22]=[C:8]([CH2:7][N:1]2[CH2:6][CH2:5][CH2:4][CH2:3][CH2:2]2)[CH:9]=1)=[S:17])=[O:26]. Procedure details: 1.62 g (5 mmol) of N-[3-[3-(1-piperidinylmethyl)phenoxy]propyl]hydrazine carbothioamide are dissolved in 30 ml of THF, 0.40 g (6 mmol) of methylisocyanate are added and the reaction mixture is left to stand overnight at room temperature. Ether is added to complete the precipitation, and the precipitate is suction filtered, washed with ether and recrystallised from ethanol. The analytical values are summarized in Table I.